From a dataset of the Open Reaction Database (ORD), a public repository of structured organic reaction records. describe an organic reaction: reactants, conditions, products, and yield The reactants are Cl.N1(CCNCC1)C=1C=CC=C2C=CC(NC12)=O (8-piperazin-1-yl-1H-quinolin-2-one hydrochloride), O=C1CCC=2C=CC(=NC2N1)OCCCC=O (4-(7-oxo-5,6,7,8-tetrahydro-[1,8]naphthyridin-2-yloxy)-butyraldehyde). The product is O=C1NC2=C(C=CC=C2C=C1)N1CCN(CC1)CCCCOC1=CC=C2CCC(NC2=N1)=O (7-{4-[4-(2-Oxo-1,2-dihydro-quinolin-8-yl)-piperazin-1-yl]-butoxy}-3,4-dihydro-1H-[1,8]naphthyridin-2-one). RXN SMILES: Cl.[N:2]1([C:8]2[CH:9]=[CH:10][CH:11]=[C:12]3[C:17]=2[NH:16][C:15](=[O:18])[CH:14]=[CH:13]3)[CH2:7][CH2:6][NH:5][CH2:4][CH2:3]1.[O:19]=[C:20]1[NH:29][C:28]2[N:27]=[C:26]([O:30][CH2:31][CH2:32][CH2:33][CH:34]=O)[CH:25]=[CH:24][C:23]=2[CH2:22][CH2:21]1>>[O:18]=[C:15]1[CH:14]=[CH:13][C:12]2[C:17](=[C:8]([N:2]3[CH2:7][CH2:6][N:5]([CH2:34][CH2:33][CH2:32][CH2:31][O:30][C:26]4[N:27]=[C:28]5[C:23]([CH2:22][CH2:21][C:20](=[O:19])[NH:29]5)=[CH:24][CH:25]=4)[CH2:4][CH2:3]3)[CH:9]=[CH:10][CH:11]=2)[NH:16]1 |f:0.1|. Procedure: In a manner similar to that of other examples above, 8-piperazin-1-yl-1H-quinolin-2-one hydrochloride (Chem. Pharm. Bull. 1984, 32, 2100–2110) was coupled by reductive amination to 4-(7-oxo-5,6,7,8-tetrahydro-[1,8]naphthyridin-2-yloxy)-butyraldehyde followed by typical workup and purification to give the title compound. MS: APCI: M+1: 448.2 (Exact Mass: 447.23). Reactants: CI, [Na], O, O=[Se]1CNc2ccccc21. Yields the product CN1C[Se](=O)c2ccccc21. As a reaction SMILES: [CH3:12][I:13].[Na:11].[OH2:14].[Se:1]1(=[O:10])[CH2:2][NH:3][c:4]2[c:5]1[cH:6][cH:7][cH:8][cH:9]2>>[Se:1]1(=[O:10])[CH2:2][N:3]([CH3:12])[c:4]2[c:5]1[cH:6][cH:7][cH:8][cH:9]2.